The task is: describe an organic reaction: reactants, conditions, products, and yield. This data is from the Open Reaction Database (ORD), a public repository of structured organic reaction records. The product is C1(CCCCC1)CN1C(=O)N(C(=O)C(=C1N)N)CC1CCCCC1 (1,3-Bis(cyclohexylmethyl)-5,6-diaminouracil), title compound. Isolated yield 85.0%. Reaction SMILES: [CH:1]1([CH2:7][N:8]2[C:16](=[O:17])[C:15]3[N:14]=C(C4C=CC(/C=C/C(O)=O)=CC=4)[NH:12][C:11]=3[N:10]([CH2:29][CH:30]3[CH2:35][CH2:34][CH2:33][CH2:32][CH2:31]3)[C:9]2=[O:36])[CH2:6][CH2:5][CH2:4][CH2:3][CH2:2]1.NC1N(CC2CCCCC2)C(=O)N(CC2CCCCC2)C(=O)C=1N=O.C(C1C=C(C=CC=1)C(O)=O)=O>>[CH:30]1([CH2:29][N:10]2[C:11]([NH2:12])=[C:15]([NH2:14])[C:16](=[O:17])[N:8]([CH2:7][CH:1]3[CH2:6][CH2:5][CH2:4][CH2:3][CH2:2]3)[C:9]2=[O:36])[CH2:31][CH2:32][CH2:33][CH2:34][CH2:35]1. Procedure: 1,3-Bis(cyclohexylmethyl)-5,6-diaminouracil was prepared as in part (d) of Example 1 by reduction of 1, 6-amino 1,3-bis(cyclohexylmethyl)-5-nitrosouracil (2.00 g) and immediately condensed with 3-formylbenzoic acid (Aldrich, 1.424 g) by the method of J. Perumattam (Synthetic Commun. 1989, 19: 3367-3370) to give title compound as an off-white solid (2.27 g, 85%), m.p. >250° C.; 1H-NMR (DMSO-d6) consistent with structure. Starting materials: C1(CCCCC1)CN1C(N(C=2NC(=NC2C1=O)C1=CC=C(/C=C/C(=O)O)C=C1)CC1CCCCC1)=O ((E)-4-[1,3 bis(cyclohexylmethyl)-1,2,3,6-tetrahydro-2,6-dioxo-9H-purin-8-yl]cinnamic acid), NC1=C(C(N(C(N1CC1CCCCC1)=O)CC1CCCCC1)=O)N=O (6-amino 1,3-bis(cyclohexylmethyl)-5-nitrosouracil), C(=O)C=1C=C(C(=O)O)C=CC1 (3-formylbenzoic acid). Reactants: C(C)(C)(C)OC(N[C@@H]1C(NC2=C(N(C1)CCOCC1=CC=CC=C1)C=CC=C2)=O)=O ([(S)-1-(2-benzyloxy-ethyl)-4-oxo-2,3,4,5-tetrahydro-1H-benzo[b][1,4]diazepin-3-yl]-carbamic acid tert-butyl ester), FC(S(=O)(=O)OCC(F)(F)F)(F)F (2,2,2-trifluoroethyl trifluoromethanesulphonate), C[Si](C)(C)[N-][Si](C)(C)C.[Li+] (lithium bis(trimethylsilyl)amide). The product is C(C)(C)(C)OC(N[C@H]1CN(C2=C(N(C1=O)CC(F)(F)F)C=CC=C2)CCOCC2=CC=CC=C2)=O ([(S)-5-(2-Benzyloxy-ethyl)-2-oxo-1-(2,2,2-trifluoro-ethyl)-2,3,4,5-tetrahydro-1H-benzo[b][1,4]diazepin-3-yl]-carbamic acid tert-butyl ester). Yield: 86.0%. As a reaction SMILES: [C:1]([O:5][C:6](=[O:30])[NH:7][C@H:8]1[CH2:14][N:13]([CH2:15][CH2:16][O:17][CH2:18][C:19]2[CH:24]=[CH:23][CH:22]=[CH:21][CH:20]=2)[C:12]2[CH:25]=[CH:26][CH:27]=[CH:28][C:11]=2[NH:10][C:9]1=[O:29])([CH3:4])([CH3:3])[CH3:2].FC(F)(F)S(O[CH2:37][C:38]([F:41])([F:40])[F:39])(=O)=O.C[Si]([N-][Si](C)(C)C)(C)C.[Li+]>>[C:1]([O:5][C:6](=[O:30])[NH:7][C@@H:8]1[C:9](=[O:29])[N:10]([CH2:37][C:38]([F:41])([F:40])[F:39])[C:11]2[CH:28]=[CH:27][CH:26]=[CH:25][C:12]=2[N:13]([CH2:15][CH2:16][O:17][CH2:18][C:19]2[CH:24]=[CH:23][CH:22]=[CH:21][CH:20]=2)[CH2:14]1)([CH3:4])([CH3:2])[CH3:3] |f:2.3|. Reported procedure: In an analogous manner to that described in Example 2a), the alkylation of the [(S)-1-(2-benzyloxy-ethyl)-4-oxo-2,3,4,5-tetrahydro-1H-benzo[b][1,4]diazepin-3-yl]-carbamic acid tert-butyl ester with 2,2,2-trifluoroethyl trifluoromethanesulphonate using lithium bis(trimethylsilyl)amide (1M solution in tetrahydrofurane) as the base yielded title compound as a white foam (yield 86% of theory); MS (m/e): 494 (M+H)+. Reactants: 6A, COC=1C(=C(C(=O)N(CC)CC)C=CC1OC)CCC (3,4-dimethoxy-2-propyl-N,N-diethylbenzamide), S(=O)=O (sulfur dioxide), NOS(=O)(=O)O (hydroxylamine-O-sulfonic acid). The product is NS(=O)(=O)C1=C(C(=O)N(C)C)C(=C(C(=C1)OC)OC)CCC (2-aminosulfonyl-4,5-dimethoxy-6-propyl-N,N-dimethylbenzamide). The yield is 63.0%. RXN SMILES: [CH3:1][O:2][C:3]1[C:4]([CH2:18][CH2:19][CH3:20])=[C:5]([CH:13]=[CH:14][C:15]=1[O:16][CH3:17])[C:6]([N:8]([CH2:11]C)[CH2:9]C)=[O:7].[S:21](=[O:23])=[O:22].[NH2:24]OS(O)(=O)=O>>[NH2:24][S:21]([C:13]1[CH:14]=[C:15]([O:16][CH3:17])[C:3]([O:2][CH3:1])=[C:4]([CH2:18][CH2:19][CH3:20])[C:5]=1[C:6]([N:8]([CH3:11])[CH3:9])=[O:7])(=[O:23])=[O:22]. Reported procedure: By a procedure analogous to that described for Preparation 6A, 9.2 g (32.9 mmol) of 3,4-dimethoxy-2-propyl-N,N-diethylbenzamide was reacted with sulfur dioxide and 5.6 g (49.4 mmol) of hydroxylamine-O-sulfonic acid to provide 7.4 g (63%) of 2-aminosulfonyl-4,5-dimethoxy-6-propyl-N,N-dimethylbenzamide which was cyclized in quantitative yield in acetic acid and phenylthiomethylated with 1.42 mL (15 mmol) of chloromethyl phenyl sulfide to provide 4.07 g of 5,6-dimethoxy-2-phenylthiomethyl-4-propyls... Starting materials: Cl (hydrochloric acid), BrC(C(=O)NC1=C(C2=C(CN(CC2)C(=O)C2CC2)S1)C(C1=C(C=CC=C1)Cl)=O)C (2-(2-bromopropionylamino)-3-(2-chlorobenzoyl)-6-cyclopropanecarbonyl-4,5,6,7-tetrahydrothieno[2,3-C]pyridine), N (ammonia), N (ammonia). Run in C(C)(=O)OCC (ethyl acetate), ClCCCl (1,2dichloroethane), C(C)(=O)OCC (ethyl acetate). Conditions: time 30 minute. Yields the product NC(C(=O)NC1=C(C2=C(CN(CC2)C(=O)C2CC2)S1)C(C1=C(C=CC=C1)Cl)=O)C (2-(2-Aminopropionylamino)-3-(2-chlorobenzoyl)-6-cyclopropanecarbonyl-4,5,6,7-tetrahydro-thieno-[2,3-C]pyridine). Yield: 64.0%. As a reaction SMILES: Br[CH:2]([CH3:29])[C:3]([NH:5][C:6]1[S:19][C:9]2[CH2:10][N:11]([C:14]([CH:16]3[CH2:18][CH2:17]3)=[O:15])[CH2:12][CH2:13][C:8]=2[C:7]=1[C:20](=[O:28])[C:21]1[CH:26]=[CH:25][CH:24]=[CH:23][C:22]=1[Cl:27])=[O:4].[NH3:30].Cl>ClCCCl.C(OCC)(=O)C>[NH2:30][CH:2]([CH3:29])[C:3]([NH:5][C:6]1[S:19][C:9]2[CH2:10][N:11]([C:14]([CH:16]3[CH2:18][CH2:17]3)=[O:15])[CH2:12][CH2:13][C:8]=2[C:7]=1[C:20](=[O:28])[C:21]1[CH:26]=[CH:25][CH:24]=[CH:23][C:22]=1[Cl:27])=[O:4]. Reported procedure: 23.04 g of 2-(2-bromopropionylamino)-3-(2-chlorobenzoyl)-6-cyclopropanecarbonyl-4,5,6,7-tetrahydrothieno[2,3-C]pyridine was dissolved in 65 ml of 1,2dichloroethane and 65 ml of ethyl acetate, into which ammonia gas was passed at -15° C. for 1 hour. This solution was placed in a sealed tube and reacted at 110° C. for 2 hours. In order to complete the reaction, ammonia was again passed into the solution at -15° C. for 30 minutes in the sealed tube where the reaction was continued at 110° C. for 1.... Reported procedure: To a well stirred solution of 0.11 mole of thiourea in 250 ml. methanol, under N2 is added 0.1 mole of 3-benzyloxy-4-chloromethyl-2-methyl-5-vinylpyridine hydrochloride. The mixture is refluxed for 1 hour and then cooled. A solution of 0.4 mole of sodium hydroxide in 50 ml. of water is added, and the resulting mixture refluxed for 30 minutes. After concentration in vacuo the reaction mixture is taken up between benzene and water and enough acetic acid added to neutralize the mixture. The organic... The reactants are NC(=S)N (thiourea), [OH-].[Na+] (sodium hydroxide), CO (methanol), Cl.C(C1=CC=CC=C1)OC=1C(=NC=C(C1CCl)C=C)C (3-benzyloxy-4-chloromethyl-2-methyl-5-vinylpyridine hydrochloride). Solvent: O (water). Product: CC1=NC=C(C(=C1OCC1=CC=CC=C1)CS)C=C (2-methyl-3-benzyloxy-4-mercaptomethyl-5-vinylpyridine). RXN SMILES: NC(N)=[S:3].CO.Cl.[CH2:8]([O:15][C:16]1[C:17]([CH3:26])=[N:18][CH:19]=[C:20]([CH:24]=[CH2:25])[C:21]=1[CH2:22]Cl)[C:9]1[CH:14]=[CH:13][CH:12]=[CH:11][CH:10]=1.[OH-].[Na+]>O>[CH3:26][C:17]1[C:16]([O:15][CH2:8][C:9]2[CH:14]=[CH:13][CH:12]=[CH:11][CH:10]=2)=[C:21]([CH2:22][SH:3])[C:20]([CH:24]=[CH2:25])=[CH:19][N:18]=1 |f:2.3,4.5|. Starting materials: CC(C)COC(=O)Cl, CN1CCOCC1, Cl, NN=Cc1ccc(NC(=O)C2CC2C(=O)O)cc1, CCOC(=O)CC(C)N, CN(C)C=O. The product is CCOC(=O)CC(C)NC(=O)C1CC1C(=O)Nc1ccc(C=NN)cc1. Reaction SMILES: [CH2:27]([O:28][C:29]([Cl:30])=[O:31])[CH:32]([CH3:33])[CH3:34].[CH3:20][N:21]1[CH2:22][CH2:23][O:24][CH2:25][CH2:26]1.[ClH:1].[NH2:2][N:3]=[CH:4][c:5]1[cH:6][cH:7][c:8]([NH:11][C:12](=[O:13])[CH:14]2[CH:15]([C:17](=[O:18])[OH:19])[CH2:16]2)[cH:9][cH:10]1.[NH2:35][CH:36]([CH2:37][C:38](=[O:39])[O:40][CH2:41][CH3:42])[CH3:43].[O:44]=[CH:45][N:46]([CH3:47])[CH3:48]>>[NH2:2][N:3]=[CH:4][c:5]1[cH:6][cH:7][c:8]([NH:11][C:12](=[O:13])[CH:14]2[CH:15]([C:17](=[O:19])[NH:35][CH:36]([CH2:37][C:38](=[O:39])[O:40][CH2:41][CH3:42])[CH3:43])[CH2:16]2)[cH:9][cH:10]1.